From a dataset of the Open Reaction Database (ORD), a public repository of structured organic reaction records. describe an organic reaction: reactants, conditions, products, and yield Starting materials: N1=CC=CC=C1 (pyridine), [N+](=O)([O-])C1=CC=C(C(CBr)=O)C=C1 (4-nitrophenacyl bromide). Solvent: C1=CC=CC=C1 (benzene). Run at time 16 hour. Yields the product [Br-].[N+](=O)([O-])C1=CC=C(C(C[N+]2=CC=CC=C2)=O)C=C1 (N-(4-nitrophenacyl)pyridinium bromide). Reaction SMILES: [N:1]1[CH:6]=[CH:5][CH:4]=[CH:3][CH:2]=1.[N+:7]([C:10]1[CH:19]=[CH:18][C:13]([C:14](=[O:17])[CH2:15][Br:16])=[CH:12][CH:11]=1)([O-:9])=[O:8]>C1C=CC=CC=1>[Br-:16].[N+:7]([C:10]1[CH:11]=[CH:12][C:13]([C:14](=[O:17])[CH2:15][N+:1]2[CH:6]=[CH:5][CH:4]=[CH:3][CH:2]=2)=[CH:18][CH:19]=1)([O-:9])=[O:8] |f:3.4|. Procedure details: To a suitable reaction vessel equipped with an agitator and thermometer is charged approximately 33 parts by weight of pyridine, approximately 100 parts by weight of 4-nitrophenacyl bromide, and about 600 parts by weight of benzene. The so charged mass is agitated for about 16 hours at room temperature, and thereafter the precipitate filtered off and dried. The product is N-(4-nitrophenacyl) pyridinium bromide, a white solid melting at 255-257° C., and which is soluble in water. The reactants are CN(C1=CC=CC=C1)C (N,N-dimethylaniline), ClC=1SC(=C(N1)Cl)[N+](=O)[O-] (2,4-dichloro-5-nitrothiazole), O (water). Solvent: C(C)#N (acetonitrile). The product is ClC=1N=C(SC1[N+](=O)[O-])N(C1=CC=CC=C1)C (4-chloro-2-(N-methyl-N-phenylamino)-5-nitrothiazole). Yield: 95.7%. RXN SMILES: [CH3:1][N:2]([CH3:9])[C:3]1[CH:8]=[CH:7][CH:6]=[CH:5][CH:4]=1.ClC1[S:12][C:13]([N+:17]([O-:19])=[O:18])=[C:14]([Cl:16])[N:15]=1.O>C(#N)C>[Cl:16][C:14]1[N:15]=[C:1]([N:2]([CH3:9])[C:3]2[CH:8]=[CH:7][CH:6]=[CH:5][CH:4]=2)[S:12][C:13]=1[N+:17]([O-:19])=[O:18]. Procedure: 12.7 g (0.105 mol) of N,N-dimethylaniline are added to a solution of 19.9 g (0.1 mol) of 2,4-dichloro-5-nitrothiazole in 250 ml of acetonitrile and the reaction mixture is stirred under reflux for 75 hours The solvent is then stripped off in vacuo and the solid residue is stirred into water, filtered off, washed with water and dried. 25.8 g (95.7% of theory) of 4-chloro-2-(N-methyl-N-phenylamino)-5-nitrothiazole are obtained. The compound can be recrystallized from cyclohexane and can be sublime... Starting materials: CN(C)C=O, [N-]=[N+]=[N-], [Na+], O, COC(=O)OCC1OC(n2cc(C)c(=O)[nH]c2=O)CC1OS(C)(=O)=O. Yields the product COC(=O)OCC1OC(n2cc(C)c(=O)[nH]c2=O)CC1N=[N+]=[N-]. RXN SMILES: [CH3:31][N:32]([CH3:33])[CH:34]=[O:35].[N-:27]=[N+:28]=[N-:29].[Na+:26].[OH2:30].[S:1]([O:2][CH:6]1[CH2:7][CH:8]([n:17]2[c:18](=[O:19])[nH:20][c:21](=[O:22])[c:23]([CH3:24])[cH:25]2)[O:9][CH:10]1[CH2:11][O:12][C:13](=[O:14])[O:15][CH3:16])([CH3:3])(=[O:4])=[O:5]>>[CH:6]1([N:27]=[N+:28]=[N-:29])[CH2:7][CH:8]([n:17]2[c:18](=[O:19])[nH:20][c:21](=[O:22])[c:23]([CH3:24])[cH:25]2)[O:9][CH:10]1[CH2:11][O:12][C:13](=[O:14])[O:15][CH3:16]. Reactants: C(CC=C)O (But-3-en-1-ol), ClCC=1C=C(C(=O)O)C=CC1 (3-chloromethyl-benzoic acid), [H-].[Na+] (sodium hydride), CC(COCC=1C=C(C(=O)O)C=CC1)=C (3-(2-Methyl-allyloxymethyl)-benzoic acid). As a reaction SMILES: [CH2:1]([OH:5])[CH2:2][CH:3]=[CH2:4].Cl[CH2:7][C:8]1[CH:9]=[C:10]([CH:14]=[CH:15][CH:16]=1)[C:11]([OH:13])=[O:12].[H-].[Na+].CC(=C)COCC1C=C(C=CC=1)C(O)=O>>[CH2:1]([O:5][CH2:7][C:8]1[CH:9]=[C:10]([CH:14]=[CH:15][CH:16]=1)[C:11]([OH:13])=[O:12])[CH2:2][CH:3]=[CH2:4] |f:2.3|. The product is C(CC=C)OCC=1C=C(C(=O)O)C=CC1 (3-But-3-enyloxymethyl-benzoic acid). Procedure: The reaction of But-3-en-1-ol and 3-chloromethyl-benzoic acid in the presence of sodium hydride was performed as described for Compound 37 to give 3-But-3-enyloxymethyl-benzoic acid as colorless oil. 1H-NMR (400 MHz, d6-DMSO): 7.89 (m, 1 arom.H); 7.84 (m, 1 arom.H); 7.54 (m, 1 arom.H); 7.47 (m, 1 arom.H); 5.80 (m, —CH═CH2); 5.06 (2 d-like, —CH═CH2); 4.61 (s, —OCH2—C6H4); 3.49 (m, CH2—CH—CH2CH2O); 2.31 (m, CH2═CH—CH2CH2O). 13C-NMR (100 MHz, d6-DMSO): 167.14 (—C═O); 139.11; 135.52; 131.72; 130.76;... The product is O=C(c1ccc(Br)cc1)N1Cc2cccn2Cc2ccccc21. RXN SMILES: [Br:15][c:16]1[cH:17][cH:18][c:19]([C:20](=[O:21])[Cl:22])[cH:23][cH:24]1.[CH:25]([N:26]([CH2:27][CH3:28])[CH:29]([CH3:30])[CH3:31])([CH3:32])[CH3:33].[Cl:34][CH2:35][Cl:36].[cH:1]1[cH:2][cH:3][n:4]2[c:5]1[CH2:6][NH:7][c:8]1[c:9]([cH:11][cH:12][cH:13][cH:14]1)[CH2:10]2>>[cH:1]1[cH:2][cH:3][n:4]2[c:5]1[CH2:6][N:7]([C:20]([c:19]1[cH:18][cH:17][c:16]([Br:15])[cH:24][cH:23]1)=[O:21])[c:8]1[c:9]([cH:11][cH:12][cH:13][cH:14]1)[CH2:10]2. The reactants are O=C(Cl)c1ccc(Br)cc1, CCN(C(C)C)C(C)C, ClCCl, c1ccc2c(c1)Cn1cccc1CN2. The reactants are C1(CC1)CC1(C(C(=C(C2=CC=CC=C12)O)C1=NS(C2=C(N1)C=CC(=C2)NC(OC(C)(C)C)=O)(=O)=O)=O)C (tert-butyl 3-[4-(cyclopropylmethyl)-1-hydroxy-4-methyl-3-oxo-3,4-dihydronaphthalen-2-yl]-1,1-dioxido-4H-1,2,4-benzothiadiazin-7-ylcarbamate), FC(C(=O)O)(F)F (trifluoroacetic acid). The solvent is ClCCl (dichloromethane). Product: NC1=CC2=C(NC(=NS2(=O)=O)C=2C(C(C3=CC=CC=C3C2O)(C)CC2CC2)=O)C=C1 (3-(7-amino-1,1-dioxido-4H-1,2,4-benzothiadiazin-3-yl)-1-(cyclopropylmethyl)-4-hydroxy-1-methylnaphthalen-2(1H)-one). Reaction SMILES: [CH:1]1([CH2:4][C:5]2([CH3:37])[C:14]3[C:9](=[CH:10][CH:11]=[CH:12][CH:13]=3)[C:8]([OH:15])=[C:7]([C:16]3[NH:21][C:20]4[CH:22]=[CH:23][C:24]([NH:26]C(=O)OC(C)(C)C)=[CH:25][C:19]=4[S:18](=[O:35])(=[O:34])[N:17]=3)[C:6]2=[O:36])[CH2:3][CH2:2]1.FC(F)(F)C(O)=O>ClCCl>[NH2:26][C:24]1[CH:23]=[CH:22][C:20]2[NH:21][C:16]([C:7]3[C:6](=[O:36])[C:5]([CH2:4][CH:1]4[CH2:2][CH2:3]4)([CH3:37])[C:14]4[C:9]([C:8]=3[OH:15])=[CH:10][CH:11]=[CH:12][CH:13]=4)=[N:17][S:18](=[O:35])(=[O:34])[C:19]=2[CH:25]=1. Procedure details: A solution of Example 164D (0.100 g, 0.1912 mmol) in dichloromethane (4 mL) was treated with trifluoroacetic acid (4 mL) at room temperature for 1 hour. After concentrating in. vacuo, the resulting oil was partitioned between ethyl acetate and aqueous NaHCO3, the organic layer was removed and the bicarb layer extracted 3× with ethyl acetate. The combined organic layers were dried over MgSO4, filtered, and concentrated in. vacuo to yield a solid that was used without further purification.